Dataset: the Open Reaction Database (ORD), a public repository of structured organic reaction records. Task: describe an organic reaction: reactants, conditions, products, and yield Starting materials: O1[C@@]23[C@H]1C=C1[C@@H]4CC[C@H]([C@@H](CCCC(C)C)C)[C@]4(CC[C@@H]1[C@]3(CC[C@@H](C2)O)C)C (5,6βEpoxy-5β-cholest-7-en-3β-ol). Solvent: [K] (potassium). Product: CC(C)CCC[C@@H](C)[C@H]1CC[C@H]2C3=CC[C@@]4(C[C@H](CC[C@]4(C)[C@H]3CC[C@]12C)O)O (5βcholest-7-ene-3β,5β-diol). Isolated yield 35.8%. Reaction SMILES: [O:1]1[C@@H:3]2[CH:4]=[C:5]3[C@@H:21]([C@@:22]4([CH3:28])[CH2:23][CH2:24][C@H:25]([OH:27])[CH2:26][C@@:2]124)[CH2:20][CH2:19][C@@:18]1([CH3:29])[C@H:6]3[CH2:7][CH2:8][C@@H:9]1[C@H:10]([CH3:17])[CH2:11][CH2:12][CH2:13][CH:14]([CH3:16])[CH3:15]>[K]>[CH3:16][CH:14]([CH2:13][CH2:12][CH2:11][C@H:10]([C@@H:9]1[C@:18]2([CH3:29])[C@H:6]([C:5]3[C@H:21]([CH2:20][CH2:19]2)[C@:22]2([CH3:28])[C@@:2]([OH:1])([CH2:26][C@@H:25]([OH:27])[CH2:24][CH2:23]2)[CH2:3][CH:4]=3)[CH2:7][CH2:8]1)[CH3:17])[CH3:15] |^1:29|. Reported procedure: 5,6βEpoxy-5β-cholest-7-en-3β-ol [J. Org. Chem. 50(1985), 1835] (150 mg) is dissolved in 2.5 ml of a potassium hydroxyde solution (5% in methanol). The reaction mixture is refluxed for one hour. Aqueous work-up, extraction with ethylacetate and column chromatography yields 5βcholest-7-ene-3β,5β-diol (54 mg). The reactants are O=C(CBr)OCc1ccccc1, C1CCOC1, CC(=O)c1cccc(OC(=O)c2c(C)cccc2C)c1, C[Si](C)(C)[N-][Si](C)(C)C, CN1CCCN(C)C1=O, CCOC(C)=O, [Li+]. Yields the product Cc1cccc(C)c1C(=O)Oc1cccc(C(=O)CCC(=O)OCc2ccccc2)c1. Reaction SMILES: [Br:31][CH2:32][C:33](=[O:34])[O:35][CH2:36][c:37]1[cH:38][cH:39][cH:40][cH:41][cH:42]1.[CH2:43]1[O:44][CH2:45][CH2:46][CH2:47]1.[CH3:1][c:2]1[c:3]([C:4](=[O:5])[O:6][c:7]2[cH:8][c:9]([C:13]([CH3:14])=[O:15])[cH:10][cH:11][cH:12]2)[c:16]([CH3:20])[cH:17][cH:18][cH:19]1.[CH3:21][Si:22]([N-:23][Si:24]([CH3:25])([CH3:26])[CH3:27])([CH3:28])[CH3:29].[CH3:48][N:49]1[CH2:50][CH2:51][CH2:52][N:53]([CH3:54])[C:55]1=[O:56].[CH3:57][CH2:58][O:59][C:60](=[O:61])[CH3:62].[Li+:30]>>[CH3:1][c:2]1[c:3]([C:4](=[O:5])[O:6][c:7]2[cH:8][c:9]([C:13]([CH2:14][CH2:32][C:33](=[O:34])[O:35][CH2:36][c:37]3[cH:38][cH:39][cH:40][cH:41][cH:42]3)=[O:15])[cH:10][cH:11][cH:12]2)[c:16]([CH3:20])[cH:17][cH:18][cH:19]1.